Dataset: the Open Reaction Database (ORD), a public repository of structured organic reaction records. Task: describe an organic reaction: reactants, conditions, products, and yield Reactants: solid, C(C1=CC=CC=C1)(=O)N1C([C@@H]2CCC(C[C@H]2CC1)(O)C1=CC=C(C=C1)F)=O (trans-2-benzoyl-6-(4'-fluorophenyl)-6-hydroxydecahydroisoquinolone), [H-].[Al+3].[Li+].[H-].[H-].[H-] (lithium aluminum hydride). The solvent is C1CCOC1 (THF), C1CCOC1 (THF). Run at time 23.5 hour. Yields the product C(C1=CC=CC=C1)N1C[C@@H]2CCC(C[C@H]2CC1)(O)C1=CC=C(C=C1)F (Trans-2-Benzyl-6-(4'-fluorophenyl)-6-hydroxydecahydroisoquinoline). Reaction SMILES: [C:1]([N:9]1[CH2:18][CH2:17][C@H:16]2[C@@H:11]([CH2:12][CH2:13][C:14]([C:20]3[CH:25]=[CH:24][C:23]([F:26])=[CH:22][CH:21]=3)([OH:19])[CH2:15]2)[C:10]1=O)(=O)[C:2]1[CH:7]=[CH:6][CH:5]=[CH:4][CH:3]=1.[H-].[Al+3].[Li+].[H-].[H-].[H-]>C1COCC1>[CH2:1]([N:9]1[CH2:18][CH2:17][C@H:16]2[C@@H:11]([CH2:12][CH2:13][C:14]([C:20]3[CH:21]=[CH:22][C:23]([F:26])=[CH:24][CH:25]=3)([OH:19])[CH2:15]2)[CH2:10]1)[C:2]1[CH:3]=[CH:4][CH:5]=[CH:6][CH:7]=1 |f:1.2.3.4.5.6|. Reported procedure: A solution of trans-2-benzoyl-6-(4'-fluorophenyl)-6-hydroxydecahydroisoquinolone (76 mg, 2.16 mmol) in anhydrous THF (20 mL) was added dropwise to a stirred suspension of lithium aluminum hydride (95%, 0.49 g, 12.9 mmol) in anhydrous THF (20 mL) under a nitrogen atmosphere. The reaction mixture was then heated to reflux temperature and stirred for 23.5 h. The reaction was cooled to ambient temperature, quenched with an excess amount of ethyl acetate, followed by water (0.5 mL), a 2N NaOH solutio... Starting materials: ClCCl, O=C(Cl)C(CC1CCCC1)c1cccc(C(F)(F)F)c1, CC(C)(O)Cn1ccc(N)n1, Cc1cccc(C)n1. Yields the product CC(C)(O)Cn1ccc(NC(=O)C(CC2CCCC2)c2cccc(C(F)(F)F)c2)n1. Reaction SMILES: [CH2:40]([Cl:41])[Cl:42].[CH:20]1([CH2:25][CH:26]([C:27](=[O:28])[Cl:29])[c:30]2[cH:31][c:32]([C:36]([F:37])([F:38])[F:39])[cH:33][cH:34][cH:35]2)[CH2:21][CH2:22][CH2:23][CH2:24]1.[NH2:1][c:2]1[n:3][n:4]([CH2:7][C:8]([CH3:9])([OH:10])[CH3:11])[cH:5][cH:6]1.[n:12]1[c:13]([CH3:14])[cH:15][cH:16][cH:17][c:18]1[CH3:19]>>[NH:1]([c:2]1[n:3][n:4]([CH2:7][C:8]([CH3:9])([OH:10])[CH3:11])[cH:5][cH:6]1)[C:27]([CH:26]([CH2:25][CH:20]1[CH2:21][CH2:22][CH2:23][CH2:24]1)[c:30]1[cH:31][c:32]([C:36]([F:37])([F:38])[F:39])[cH:33][cH:34][cH:35]1)=[O:28]. Reactants: COC(=O)C(C)(C)N=C=O, ClCCl, Nc1cccc(Cc2n[nH]c(=O)c3c2CCCC3)c1. Product: COC(=O)C(C)(C)NC(=O)Nc1cccc(Cc2n[nH]c(=O)c3c2CCCC3)c1. Reaction SMILES: [CH3:20][O:21][C:22]([C:23]([CH3:24])([CH3:25])[N:26]=[C:27]=[O:28])=[O:29].[Cl:30][CH2:31][Cl:32].[NH2:1][c:2]1[cH:3][c:4]([CH2:5][c:6]2[n:7][nH:8][c:9](=[O:16])[c:10]3[c:15]2[CH2:14][CH2:13][CH2:12][CH2:11]3)[cH:17][cH:18][cH:19]1>>[NH:1]([c:2]1[cH:3][c:4]([CH2:5][c:6]2[n:7][nH:8][c:9](=[O:16])[c:10]3[c:15]2[CH2:14][CH2:13][CH2:12][CH2:11]3)[cH:17][cH:18][cH:19]1)[C:27]([NH:26][C:23]([C:22]([O:21][CH3:20])=[O:29])([CH3:24])[CH3:25])=[O:28]. Starting materials: C(C)(C)(C)S(=O)(=O)C[C@H](C(=O)N[C@H](C(=O)N[C@H]([C@H]([C@@H](O)C1CC1)O)CC1CCCCC1)CC=1N=CNC1I)CC1=CC=CC=C1 ((S)-α-[(S)-α-[(tert-butylsulphonyl)methyl]hydrocinnamamido]-N-[(1S,2R, 3S)-1-(cyclohexylmethyl)-3-cyclopropyl-2,3-dihydroxypropyl]-5-iodoimidazole-4-propionamide), [Cu]C#N (copper-(I) cyanide). Run in CN(C=O)C (dimethylformamide). Product: C(C)(C)(C)S(=O)(=O)C[C@H](C(=O)N[C@H](C(=O)N[C@H]([C@H]([C@@H](O)C1CC1)O)CC1CCCCC1)CC=1N=CNC1C#N)CC1=CC=CC=C1 ((S)-α-[(S)-α-[(tert-butylsulphonyl)methyl]hydrocinnamamido]-N-[(1S,2R,3S)-1-(cyclohexylmethyl)-3-cyclopropyl-2,3-dihydroxypropyl]-5-cyanoimidazole-4-propionamide). The yield is 13.9%. As a reaction SMILES: [C:1]([S:5]([CH2:8][C@@H:9]([CH2:39][C:40]1[CH:45]=[CH:44][CH:43]=[CH:42][CH:41]=1)[C:10]([NH:12][C@@H:13]([CH2:32][C:33]1[N:34]=[CH:35][NH:36][C:37]=1I)[C:14]([NH:16][C@@H:17]([CH2:25][CH:26]1[CH2:31][CH2:30][CH2:29][CH2:28][CH2:27]1)[C@@H:18]([OH:24])[C@H:19]([CH:21]1[CH2:23][CH2:22]1)[OH:20])=[O:15])=[O:11])(=[O:7])=[O:6])([CH3:4])([CH3:3])[CH3:2].[Cu][C:47]#[N:48]>CN(C)C=O>[C:1]([S:5]([CH2:8][C@@H:9]([CH2:39][C:40]1[CH:45]=[CH:44][CH:43]=[CH:42][CH:41]=1)[C:10]([NH:12][C@@H:13]([CH2:32][C:33]1[N:34]=[CH:35][NH:36][C:37]=1[C:47]#[N:48])[C:14]([NH:16][C@@H:17]([CH2:25][CH:26]1[CH2:31][CH2:30][CH2:29][CH2:28][CH2:27]1)[C@@H:18]([OH:24])[C@H:19]([CH:21]1[CH2:23][CH2:22]1)[OH:20])=[O:15])=[O:11])(=[O:7])=[O:6])([CH3:4])([CH3:3])[CH3:2]. Reported procedure: A solution of 335 mg (0.44 mmol) of (S)-α-[(S)-α-[(tert-butylsulphonyl)methyl]hydrocinnamamido]-N-[(1S,2R, 3S)-1-(cyclohexylmethyl)-3-cyclopropyl-2,3-dihydroxypropyl]-5-iodoimidazole-4-propionamide and 79 mg (0.88 mmol) of copper-(I) cyanide in 25 ml of dimethylformamide is stirred at 120° overnight under argon. Subsequently, the reaction mixture is evaporated under reduced pressure, the residue is suspended in 30 ml of a 95:5 mixture of methylene chloride and methanol and filtered over Dicalite... The reactants are [H-].[Na+] (Sodium hydride), BrC1=CC=C(C=C1)CC(C=1N(C=C(N1)CC(CC)(C)C)S(=O)(=O)N(C)C)NC(OCC1=CC=CC=C1)=O (benzyl {2-(4-bromophenyl)-1-[1-[(dimethylamino)sulfonyl]-4-(2,2-dimethylbutyl)-1H-imidazol-2-yl]ethyl}carbamate), CI (methyl iodide). Solvent: O1CCCC1 (tetrahydrofuran). Conditions: temperature 0 celsius, time 20 minute. Product: BrC1=CC=C(C=C1)CC(C=1N(C=C(N1)CC(CC)(C)C)S(=O)(=O)N(C)C)N(C(OCC1=CC=CC=C1)=O)C (benzyl {2-(4-bromophenyl)-1-[1-[(dimethylamino)sulfonyl]-4-(2,2-dimethylbutyl)-1H-imidazol-2-yl]ethyl}methylcarbamate). Reaction SMILES: [H-].[Na+].[Br:3][C:4]1[CH:9]=[CH:8][C:7]([CH2:10][CH:11]([NH:29][C:30](=[O:39])[O:31][CH2:32][C:33]2[CH:38]=[CH:37][CH:36]=[CH:35][CH:34]=2)[C:12]2[N:13]([S:23]([N:26]([CH3:28])[CH3:27])(=[O:25])=[O:24])[CH:14]=[C:15]([CH2:17][C:18]([CH3:22])([CH3:21])[CH2:19][CH3:20])[N:16]=2)=[CH:6][CH:5]=1.[CH3:40]I>O1CCCC1>[Br:3][C:4]1[CH:9]=[CH:8][C:7]([CH2:10][CH:11]([N:29]([CH3:40])[C:30](=[O:39])[O:31][CH2:32][C:33]2[CH:34]=[CH:35][CH:36]=[CH:37][CH:38]=2)[C:12]2[N:13]([S:23]([N:26]([CH3:28])[CH3:27])(=[O:24])=[O:25])[CH:14]=[C:15]([CH2:17][C:18]([CH3:22])([CH3:21])[CH2:19][CH3:20])[N:16]=2)=[CH:6][CH:5]=1 |f:0.1|. Procedure details: Sodium hydride (60 wt % in mineral oil) (69 mg, 1.15 mmol) was added to a 0° C. solution of benzyl {2-(4-bromophenyl)-1-[1-[(dimethylamino)sulfonyl]-4-(2,2-dimethylbutyl)-1H-imidazol-2-yl]ethyl}carbamate (340 mg, 0.58 mmol) in tetrahydrofuran (6 mL). After stirring at 0° C. for 20 min, methyl iodide (72 μL, 1.15 mmol) was added and the reaction allowed to warm to ambient temperature. The reaction mixture was quenched with water and extracted with methylene chloride and ethyl acetate. The combine... The reactants are CCc1cccc(CC)c1O, Nc1ncc(CBr)c(N)n1. Product: CCc1cc(Cc2cnc(N)nc2N)cc(CC)c1O. As a reaction SMILES: [CH2:11]([CH3:12])[c:13]1[c:14]([OH:21])[c:15]([CH2:19][CH3:20])[cH:16][cH:17][cH:18]1.[NH2:1][c:2]1[n:3][cH:4][c:5]([CH2:9][Br:10])[c:6]([NH2:8])[n:7]1>>[NH2:1][c:2]1[n:3][cH:4][c:5]([CH2:9][c:17]2[cH:16][c:15]([CH2:19][CH3:20])[c:14]([OH:21])[c:13]([CH2:11][CH3:12])[cH:18]2)[c:6]([NH2:8])[n:7]1. The reactants are N1=CC(=CC2=CC=CC=C12)C#CCO.C(C)(C)(C)OC([O-])=O (3-(3-quinolyl)-2-propyn-1-ol t-butyl carbonate). Procedure details: To a 250 mL single-necked round-bottom flask was charged the 3-(3-quinolyl)-2-propyn-1-ol t-butyl carbonate (1.52 g, 5.37 mmol), isopropanol (30 mL) and 5% palladium on calcium carbonate poisoned with lead (Lindlar's catalyst, 75 mg, 0.049 equiv). The suspension was stirred (rapidly) magnetically and the atmosphere above the solution was purged with hydrogen. A balloon of hydrogen gas was then placed over the reaction stirring mixture and the reaction was allowed to stir for 16 hours at room tem... Solvent: C(C)(C)O (isopropanol). Yields the product N1=CC(=CC2=CC=CC=C12)C=CCO.C(C)(C)(C)OC([O-])=O (3-(3-quinolyl)-2-propen-1-ol t-butyl carbonate). Reaction SMILES: [N:1]1[C:10]2[C:5](=[CH:6][CH:7]=[CH:8][CH:9]=2)[CH:4]=[C:3]([C:11]#[C:12][CH2:13][OH:14])[CH:2]=1.[C:15]([O:19][C:20](=[O:22])[O-:21])([CH3:18])([CH3:17])[CH3:16]>[Pd].CC([O-])=O.CC([O-])=O.[Pb+2].[Pd].C(O)(C)C>[N:1]1[C:10]2[C:5](=[CH:6][CH:7]=[CH:8][CH:9]=2)[CH:4]=[C:3]([CH:11]=[CH:12][CH2:13][OH:14])[CH:2]=1.[C:15]([O:19][C:20](=[O:21])[O-:22])([CH3:18])([CH3:17])[CH3:16] |f:0.1,2.3.4.5,8.9|. Reagents/catalysts: [Pd] (palladium on calcium carbonate), [Pd].CC(=O)[O-].CC(=O)[O-].[Pb+2] (Lindlar's catalyst). Starting materials: Cl.CO (hydrochloric acid methanol), C(O)([O-])=O.[Na+] (sodium hydrogencarbonate), CN(C=1C=C(C=O)C=CC1OCOC)C (3-dimethylamino-4-methoxymethoxybenzaldehyde), NC1=CC=CC=C1 (aniline), [Na] (sodium). The solvent is O (water), CO (methanol). Conditions: time 15 minute. The product is CN(C=1C=C(CNC2=CC=CC=C2)C=CC1OCOC)C (N-(3-dimethylamino-4-methoxymethoxybenzyl)aniline). Isolated yield 120.5%. Reaction SMILES: [CH3:1][N:2]([CH3:15])[C:3]1[CH:4]=[C:5]([CH:8]=[CH:9][C:10]=1[O:11][CH2:12][O:13][CH3:14])[CH:6]=O.[NH2:16][C:17]1[CH:22]=[CH:21][CH:20]=[CH:19][CH:18]=1.[Na].Cl.CO.C(=O)([O-])O.[Na+]>CO.O>[CH3:1][N:2]([CH3:15])[C:3]1[CH:4]=[C:5]([CH:8]=[CH:9][C:10]=1[O:11][CH2:12][O:13][CH3:14])[CH2:6][NH:16][C:17]1[CH:22]=[CH:21][CH:20]=[CH:19][CH:18]=1 |f:3.4,5.6,^1:22|. Procedure details: To a solution of Compound A (1.71 g, 8.17 mmol) in methanol (80 ml) was added dropwise aniline (1.49 ml, 16.3 mmol), and the mixture was stirred at room temperature for 15 minutes. Thereto was added sodium cianoborohydride (1.62 g, 24.5 mmol) by portions. The pH of the reaction mixture was adjusted to 7 by the addition of hydrochloric acid-methanol. After being stirred for 1 hour, the reaction mixture was poured into water and basified with sodium hydrogencarbonate. The mixture was extracted wit...